describe an organic reaction: reactants, conditions, products, and yield From a dataset of the Open Reaction Database (ORD), a public repository of structured organic reaction records. Procedure: Benzyl (9aS)-4-oxohexahydropyrazino[2,1-c][1,4]oxazine-8(1H)-carboxylate (0.19 g, 0.65 mmol was dissolved in ethanol (20 mL). The solution was transferred to a 25 mL vial, which contained 10% palladium on carbon (0.1 g), formic acid (0.1 g, 2.2 mmol) and ammonium formate (0.2 g, 3.17 mmol). The mixture was heated for 5 min at 120° C. using microwave single node heating. The catalyst was filtered off and the solution of crude (9aS)-hexahydropyrazino[2,1-c][1,4]oxazin-4(3H)-one was used in the nex... The reactants are C(=O)O (formic acid), O=C1N2[C@H](COC1)CN(CC2)C(=O)OCC2=CC=CC=C2 (Benzyl (9aS)-4-oxohexahydropyrazino[2,1-c][1,4]oxazine-8(1H)-carboxylate), C(=O)[O-].[NH4+] (ammonium formate). The product is C1OCC(N2[C@H]1CNCC2)=O ((9aS)-Hexahydropyrazino[2,1-c][1,4]oxazin-4(3H)-one). As a reaction SMILES: [O:1]=[C:2]1[CH2:7][O:6][CH2:5][C@@H:4]2[CH2:8][N:9](C(OCC3C=CC=CC=3)=O)[CH2:10][CH2:11][N:3]12.C(O)=O.C([O-])=O.[NH4+]>C(O)C.[Pd]>[CH2:5]1[C@@H:4]2[CH2:8][NH:9][CH2:10][CH2:11][N:3]2[C:2](=[O:1])[CH2:7][O:6]1 |f:2.3|. Solvent: C(C)O (ethanol). Conditions: temperature 120 celsius. Reagents/catalysts: [Pd] (palladium on carbon). The reactants are CN(C)C=O, ClC(Cl)Cl, O=C(Cl)C(=O)Cl, Nc1ccc(Cl)cn1, O=C(O)c1ccc(C(F)(F)F)cc1[N+](=O)[O-], c1ccncc1. The product is O=C(Nc1ccc(Cl)cn1)c1ccc(C(F)(F)F)cc1[N+](=O)[O-]. Reaction SMILES: [CH3:23][N:24]([CH3:25])[CH:26]=[O:27].[CH:36]([Cl:37])([Cl:38])[Cl:39].[Cl:17][C:18]([C:19]([Cl:20])=[O:21])=[O:22].[Cl:28][c:29]1[cH:30][cH:31][c:32]([NH2:35])[n:33][cH:34]1.[N+:1](=[O:2])([O-:3])[c:4]1[c:5]([C:6](=[O:7])[OH:8])[cH:9][cH:10][c:11]([C:13]([F:14])([F:15])[F:16])[cH:12]1.[cH:40]1[cH:41][cH:42][n:43][cH:44][cH:45]1>>[N+:1](=[O:2])([O-:3])[c:4]1[c:5]([C:6](=[O:8])[NH:35][c:32]2[cH:31][cH:30][c:29]([Cl:28])[cH:34][n:33]2)[cH:9][cH:10][c:11]([C:13]([F:14])([F:15])[F:16])[cH:12]1. Starting materials: BrC1=CC=C(C=C1)C1=C(C(=NO1)C)C(CCCC1=CC=CC=C1)O (1-[5-(4-bromo-phenyl)-3-methyl-isoxazol-4-yl]-4-phenyl-butan-1-ol), COC(CCC1=CC(=CC=C1)B1OC(C(O1)(C)C)(C)C)=O (3-[3-(4,4,5,5-tetramethyl-[1,3,2]dioxaborolan-2-yl)-phenyl]-propionic acid methyl ester). Yields the product COC(CCC=1C=C(C=CC1)C1=CC=C(C=C1)C1=C(C(=NO1)C)C(CCCC1=CC=CC=C1)O)=O (3-{4′-[4-(1-Hydroxy-4-phenyl-butyl)-3-methyl-isoxazol-5-yl]-biphenyl-3-yl}-propionic acid methyl ester). Reaction SMILES: Br[C:2]1[CH:7]=[CH:6][C:5]([C:8]2[O:12][N:11]=[C:10]([CH3:13])[C:9]=2[CH:14]([OH:24])[CH2:15][CH2:16][CH2:17][C:18]2[CH:23]=[CH:22][CH:21]=[CH:20][CH:19]=2)=[CH:4][CH:3]=1.[CH3:25][O:26][C:27](=[O:45])[CH2:28][CH2:29][C:30]1[CH:35]=[CH:34][CH:33]=[C:32](B2OC(C)(C)C(C)(C)O2)[CH:31]=1>>[CH3:25][O:26][C:27](=[O:45])[CH2:28][CH2:29][C:30]1[CH:35]=[C:34]([C:2]2[CH:7]=[CH:6][C:5]([C:8]3[O:12][N:11]=[C:10]([CH3:13])[C:9]=3[CH:14]([OH:24])[CH2:15][CH2:16][CH2:17][C:18]3[CH:23]=[CH:22][CH:21]=[CH:20][CH:19]=3)=[CH:4][CH:3]=2)[CH:33]=[CH:32][CH:31]=1. Procedure: Prepared according to the procedure described in Example 110, Step 3, using 1-[5-(4-bromo-phenyl)-3-methyl-isoxazol-4-yl]-4-phenyl-butan-1-ol and 3-[3-(4,4,5,5-tetramethyl-[1,3,2]dioxaborolan-2-yl)-phenyl]-propionic acid methyl ester.